From a dataset of the Open Reaction Database (ORD), a public repository of structured organic reaction records. describe an organic reaction: reactants, conditions, products, and yield Starting materials: C(C)(C)(C)C=1C2=C(NC1C(=O)OC)CCC2=O (methyl 3-tert-butyl-4-oxo-1,4,5,6-tetrahydrocyclopenta[b]pyrrole-2-carboxylate), O.[OH-].[Li+] (lithium hydroxide monohydrate). Product: C(C)(C)(C)C=1C2=C(NC1C(=O)O)CCC2=O (3-tert-butyl-4-oxo-1,4,5,6-tetrahydrocyclopenta[b]pyrrole-2-carboxylic acid). Yield: 37.4%. As a reaction SMILES: [C:1]([C:5]1[C:6]2[C:16](=[O:17])[CH2:15][CH2:14][C:7]=2[NH:8][C:9]=1[C:10]([O:12]C)=[O:11])([CH3:4])([CH3:3])[CH3:2].O.[OH-].[Li+]>>[C:1]([C:5]1[C:6]2[C:16](=[O:17])[CH2:15][CH2:14][C:7]=2[NH:8][C:9]=1[C:10]([OH:12])=[O:11])([CH3:4])([CH3:2])[CH3:3] |f:1.2.3|. Procedure: The title compound was synthesized from methyl 3-tert-butyl-4-oxo-1,4,5,6-tetrahydrocyclopenta[b]pyrrole-2-carboxylate (33 mg, 0.14 mmol) and lithium hydroxide monohydrate (30 mg, 0.71 mmol) according to General Procedure 7. Purification by reverse phase semi-preparative HPLC provided a pure fraction (11.6 mg, 37%) of 3-tert-butyl-4-oxo-1,4,5,6-tetrahydrocyclopenta[b]pyrrole-2-carboxylic acid (3). 1H NMR (400 MHz, METHANOL-d4) δ ppm 1.46 (s, 9H), 2.82-2.90 (m, 4H); LCMS-MS (ESI+) 221.7 (M−H); HP... Reactants: C1CSCCN1, COc1cc2nc(Cl)nc(N)c2cc1OC, Clc1ccccc1. The product is COc1cc2nc(N3CCSCC3)nc(N)c2cc1OC. RXN SMILES: [CH2:17]1[CH2:18][S:19][CH2:20][CH2:21][NH:22]1.[Cl:1][c:2]1[n:3][c:4]2[cH:5][c:6]([O:15][CH3:16])[c:7]([O:13][CH3:14])[cH:8][c:9]2[c:10]([NH2:12])[n:11]1.[Cl:23][c:24]1[cH:25][cH:26][cH:27][cH:28][cH:29]1>>[c:2]1([N:22]2[CH2:17][CH2:18][S:19][CH2:20][CH2:21]2)[n:3][c:4]2[cH:5][c:6]([O:15][CH3:16])[c:7]([O:13][CH3:14])[cH:8][c:9]2[c:10]([NH2:12])[n:11]1. Starting materials: O=C(NC1=NC2(c3cc(NC(=O)c4ccc(F)cn4)ccc3F)COCC2CS1)c1ccccc1, CCO, O, c1ccncc1. The product is NC1=NC2(c3cc(NC(=O)c4ccc(F)cn4)ccc3F)COCC2CS1. As a reaction SMILES: [C:1](=[O:2])([c:3]1[cH:4][cH:5][cH:6][cH:7][cH:8]1)[NH:9][C:10]1=[N:15][C:14]2([c:19]3[cH:20][c:21]([NH:26][C:27]([c:28]4[cH:29][cH:30][c:31]([F:34])[cH:32][n:33]4)=[O:35])[cH:22][cH:23][c:24]3[F:25])[CH:13]([CH2:12][S:11]1)[CH2:18][O:17][CH2:16]2.[CH3:43][CH2:44][OH:45].[OH2:42].[cH:36]1[cH:37][cH:38][n:39][cH:40][cH:41]1>>[NH2:9][C:10]1=[N:15][C:14]2([c:19]3[cH:20][c:21]([NH:26][C:27]([c:28]4[cH:29][cH:30][c:31]([F:34])[cH:32][n:33]4)=[O:35])[cH:22][cH:23][c:24]3[F:25])[CH:13]([CH2:12][S:11]1)[CH2:18][O:17][CH2:16]2. Reactants: ClC1=NSC(=N1)C=1C=C2C=CNC2=CC1 (3-chloro-5-(1H-indol-5-yl)-1,2,4-thiadiazole), COC1=CC=C(CN)C=C1 (4-methoxybenzylamine). Solvent: CS(=O)C (DMSO). Reaction conditions: temperature 110 celsius, time 12 hour. The product is N1C=CC2=CC(=CC=C12)C1=NC(=NS1)NCC1=CC=C(C=C1)OC (5-(1H-indol-5-yl)-N-(4-methoxybenzyl)-1,2,4-thiadiazol-3-amine). Yield: 69.9%. RXN SMILES: Cl[C:2]1[N:6]=[C:5]([C:7]2[CH:8]=[C:9]3[C:13](=[CH:14][CH:15]=2)[NH:12][CH:11]=[CH:10]3)[S:4][N:3]=1.[CH3:16][O:17][C:18]1[CH:25]=[CH:24][C:21]([CH2:22][NH2:23])=[CH:20][CH:19]=1>CS(C)=O>[NH:12]1[C:13]2[C:9](=[CH:8][C:7]([C:5]3[S:4][N:3]=[C:2]([NH:23][CH2:22][C:21]4[CH:24]=[CH:25][C:18]([O:17][CH3:16])=[CH:19][CH:20]=4)[N:6]=3)=[CH:15][CH:14]=2)[CH:10]=[CH:11]1. Procedure details: A mixture of 3-chloro-5-(1H-indol-5-yl)-1,2,4-thiadiazole (0.67 g, 2.85 mmol) and 4-methoxybenzylamine (1.95 g, 14.25 mmol, Aldrich) in DMSO (7 mL) was stirred for 12 h at 110° C. The reaction was cooled to RT and quenched with ice cold water (50 mL) and extracted into EtOAc (20 mL). The aqueous layer was back extracted with EtOAc (20 mL). The combined organic layers were dried over anhydrous Na2SO4 and concentrated in vacuo. The residue was purified by using silica-gel column chromatography (el... The reactants are Cc1nc(C(=O)Nc2cc(Br)cc3[nH]ncc23)cs1, C1COCCO1, CC1(C)OB(c2cccc(C(=O)O)c2)OC1(C)C, Cl, [Na+], [Na+], O=C([O-])[O-], O. Reaction SMILES: [Br:1][c:2]1[cH:3][c:4]([NH:11][C:12](=[O:13])[c:14]2[n:15][c:16]([CH3:19])[s:17][cH:18]2)[c:5]2[cH:6][n:7][nH:8][c:9]2[cH:10]1.[CH2:45]1[O:46][CH2:47][CH2:48][O:49][CH2:50]1.[CH3:20][C:21]1([CH3:22])[C:23]([CH3:24])([CH3:25])[O:26][B:27]([c:28]2[cH:29][c:30]([C:31](=[O:32])[OH:33])[cH:34][cH:35][cH:36]2)[O:37]1.[ClH:44].[Na+:38].[Na+:39].[O-:40][C:41](=[O:42])[O-:43].[OH2:51]>>[c:2]1(-[c:28]2[cH:29][c:30]([C:31](=[O:32])[OH:33])[cH:34][cH:35][cH:36]2)[cH:3][c:4]([NH:11][C:12](=[O:13])[c:14]2[n:15][c:16]([CH3:19])[s:17][cH:18]2)[c:5]2[cH:6][n:7][nH:8][c:9]2[cH:10]1. Product: Cc1nc(C(=O)Nc2cc(-c3cccc(C(=O)O)c3)cc3[nH]ncc23)cs1. Product: O=C1OC2(CN1C1=CC=CC=C1)CN(CCC2)C(=O)OCC2=CC=CC=C2 (benzyl 2-oxo-3-phenyl-1-oxa-3,7-diazaspiro[4.5]decane-7-carboxylate). Solvent: C(C)#N (acetonitrile). Procedure details: N,N′-Carbonyldiimidazole (1.5 g) and 1,8-diazabicyclo[5.4.0]undec-7-ene (2.5 g) were added to benzyl 3-(anilinomethyl)-3-hydroxypiperidine-1-carboxylate (2.2 g) obtained by the above-mentioned reaction in acetonitrile (35 mL), and the mixture was stirred at 80° C. for 20 hr. The reaction solution was poured into water, and the mixture was extracted with ethyl acetate. The organic layer was washed with saturated brine, dried over sodium sulfate and concentrated. The residue was purified by silica... RXN SMILES: N12CCCN=C1CCCC[CH2:2]2.[NH:12]([CH2:19][C:20]1([OH:36])[CH2:25][CH2:24][CH2:23][N:22]([C:26]([O:28][CH2:29][C:30]2[CH:35]=[CH:34][CH:33]=[CH:32][CH:31]=2)=[O:27])[CH2:21]1)[C:13]1[CH:18]=[CH:17][CH:16]=[CH:15][CH:14]=1.[OH2:37]>C(#N)C>[O:37]=[C:2]1[N:12]([C:13]2[CH:14]=[CH:15][CH:16]=[CH:17][CH:18]=2)[CH2:19][C:20]2([CH2:25][CH2:24][CH2:23][N:22]([C:26]([O:28][CH2:29][C:30]3[CH:35]=[CH:34][CH:33]=[CH:32][CH:31]=3)=[O:27])[CH2:21]2)[O:36]1. Reaction conditions: temperature 80 celsius, time 20 hour. Starting materials: N,N′-Carbonyldiimidazole, N12CCCCCC2=NCCC1 (1,8-diazabicyclo[5.4.0]undec-7-ene), N(C1=CC=CC=C1)CC1(CN(CCC1)C(=O)OCC1=CC=CC=C1)O (benzyl 3-(anilinomethyl)-3-hydroxypiperidine-1-carboxylate), O (water). The reactants are COC(=O)COCC1(O[SiH](C)C)CC(C(C)(C)C)CN1C(=O)OC(C)(C)C, CO, N. Yields the product C[SiH](C)OC1(COCC(N)=O)CC(C(C)(C)C)CN1C(=O)OC(C)(C)C. RXN SMILES: [C:1]([CH3:2])([CH3:3])([CH3:4])[O:5][C:6](=[O:7])[N:8]1[C:9]([CH2:17][O:18][CH2:19][C:20](=[O:21])[O:22][CH3:23])([O:24][SiH:25]([CH3:26])[CH3:27])[CH2:10][CH:11]([C:13]([CH3:14])([CH3:15])[CH3:16])[CH2:12]1.[CH3:29][OH:30].[NH3:28]>>[C:1]([CH3:2])([CH3:3])([CH3:4])[O:5][C:6](=[O:7])[N:8]1[C:9]([CH2:17][O:18][CH2:19][C:20](=[O:21])[NH2:28])([O:24][SiH:25]([CH3:26])[CH3:27])[CH2:10][CH:11]([C:13]([CH3:14])([CH3:15])[CH3:16])[CH2:12]1. The reactants are C(CC)N (n-propylamine), C(C1=CC=CC=C1)OC1=C(OC=CC1=O)C (3-benzyloxy-2-methyl-4H-pyran-4-one), [OH-].[Na+] (sodium hydroxide). Solvent: CO (methanol), CO (methanol). The product is C(C1=CC=CC=C1)OC1=C(N(C=CC1=O)CCC)C (3-benzyloxy-2-methyl-1-n-propyl-4(1H)-pyridinone). Reaction SMILES: [CH2:1]([NH2:4])[CH2:2][CH3:3].[CH2:5]([O:12][C:13]1[C:18](=[O:19])[CH:17]=[CH:16]O[C:14]=1[CH3:20])[C:6]1[CH:11]=[CH:10][CH:9]=[CH:8][CH:7]=1.[OH-].[Na+]>CO>[CH2:5]([O:12][C:13]1[C:18](=[O:19])[CH:17]=[CH:16][N:4]([CH2:1][CH2:2][CH3:3])[C:14]=1[CH3:20])[C:6]1[CH:7]=[CH:8][CH:9]=[CH:10][CH:11]=1 |f:2.3|. Procedure details: The starting material can be prepared as follows: 20.64 ml of n-propylamine are added to a solution of 43.24 g of 3-benzyloxy-2-methyl-4H-pyran-4-one in 1000 ml of methanol, followed by the addition of 12.0 g of sodium hydroxide in 100 ml of methanol. The reaction mixture is refluxed for 3 hours, then concentrated by evaporation. The residue is taken up in methylene chloride and the organic solution is washed with water. The phases are clarified by addition of a saturated solution of sodium chlo... Reactants: COC1=C(C=C(C(=O)O)C=C1)\C=C\C1=CC=C(C=C1)OC(F)(F)F (4-methoxy-3-[(E)-2-(4-trifluoromethoxyphenyl)vinyl]benzoic acid), C1(CC1)N (cyclopropylamine). Yields the product C1(CC1)NC(C1=CC(=C(C=C1)OC)\C=C\C1=CC=C(C=C1)OC(F)(F)F)=O (N-cyclopropyl-4-methoxy-3-[(E)-2-(4-trifluoromethoxyphenyl)-vinyl]-benzamide). RXN SMILES: [CH3:1][O:2][C:3]1[CH:11]=[CH:10][C:6]([C:7](O)=[O:8])=[CH:5][C:4]=1/[CH:12]=[CH:13]/[C:14]1[CH:19]=[CH:18][C:17]([O:20][C:21]([F:24])([F:23])[F:22])=[CH:16][CH:15]=1.[CH:25]1([NH2:28])[CH2:27][CH2:26]1>>[CH:25]1([NH:28][C:7](=[O:8])[C:6]2[CH:10]=[CH:11][C:3]([O:2][CH3:1])=[C:4](/[CH:12]=[CH:13]/[C:14]3[CH:15]=[CH:16][C:17]([O:20][C:21]([F:23])([F:22])[F:24])=[CH:18][CH:19]=3)[CH:5]=2)[CH2:27][CH2:26]1. Procedure: The captioned compound was synthesized from 4-methoxy-3-[(E)-2-(4-trifluoromethoxyphenyl)vinyl]benzoic acid obtained in step B of Example 2-2-1 and cyclopropylamine in accordance with the same procedure as in the methods described in step C of Example 1-2-3.